This data is from the Open Reaction Database (ORD), a public repository of structured organic reaction records. The task is: describe an organic reaction: reactants, conditions, products, and yield Starting materials: (+)-4H-2-carboxamido-4-phenyl-thieno[3,2-c][1]benzopyran, CC(=O)C (acetone), ClC1=C(C(OC2=CC=CC=C12)C1=CC=CC=C1)C=O (4-chloro-3-formyl-flav-3-ene). The product is O1C(CC(=O)C2=CC=CC=C12)C1=CC=CC=C1 ((+)-flavanone). As a reaction SMILES: Cl[C:2]1[C:11]2[C:6](=[CH:7][CH:8]=[CH:9][CH:10]=2)[O:5][CH:4]([C:12]2[CH:17]=[CH:16][CH:15]=[CH:14][CH:13]=2)[C:3]=1C=O.CC(C)=[O:22]>>[O:5]1[C:6]2[C:11](=[CH:10][CH:9]=[CH:8][CH:7]=2)[C:2](=[O:22])[CH2:3][CH:4]1[C:12]1[CH:17]=[CH:16][CH:15]=[CH:14][CH:13]=1. Procedure details: (+)-4H-2-carboxamido-4-phenyl-thieno[3,2-c][1]benzopyran, [α]43625 =+110° (c=0.5, acetone), is prepared according to example 30 in the same manner as the corresponding racemate, but starting from the pure enantiometric 4-chloro-3-formyl-flav-3-ene which is obtained by chloroformylation of (+)-flavanone [(+) at 436 nm] according to EP-A-139615. The reactants are O=S(=O)(Cl)Cc1ccc(F)cc1, N#Cc1ccc(-c2cncc(N)c2)cc1Cl, c1ccncc1. Yields the product N#Cc1ccc(-c2cncc(NS(=O)(=O)Cc3ccc(F)cc3)c2)cc1Cl. As a reaction SMILES: [F:17][c:18]1[cH:19][cH:20][c:21]([CH2:24][S:25](=[O:26])(=[O:27])[Cl:28])[cH:22][cH:23]1.[NH2:1][c:2]1[cH:3][c:4](-[c:8]2[cH:9][c:10]([Cl:16])[c:11]([C:12]#[N:13])[cH:14][cH:15]2)[cH:5][n:6][cH:7]1.[cH:29]1[cH:30][cH:31][n:32][cH:33][cH:34]1>>[NH:1]([c:2]1[cH:3][c:4](-[c:8]2[cH:9][c:10]([Cl:16])[c:11]([C:12]#[N:13])[cH:14][cH:15]2)[cH:5][n:6][cH:7]1)[S:25]([CH2:24][c:21]1[cH:20][cH:19][c:18]([F:17])[cH:23][cH:22]1)(=[O:26])=[O:27]. Reactants: CN1N=C(C=C1)C=O (1-methyl-1H-pyrazole-3-carbaldehyde), C(C)N (ethylamine). Solvent: C1CCOC1 (THF). The product is C(C)NCC1=NN(C=C1)C (ethyl-(1-methyl-1H-pyrazol-3-ylmethyl)-amine). Reaction SMILES: [CH3:1][N:2]1[CH:6]=[CH:5][C:4]([CH:7]=O)=[N:3]1.[CH2:9]([NH2:11])[CH3:10]>C1COCC1>[CH2:9]([NH:11][CH2:7][C:4]1[CH:5]=[CH:6][N:2]([CH3:1])[N:3]=1)[CH3:10]. Procedure: prepared by reaction of 1-methyl-1H-pyrazole-3-carbaldehyde (prepared according to WO2004/058702) with 2M ethylamine in THF.